From a dataset of the Open Reaction Database (ORD), a public repository of structured organic reaction records. describe an organic reaction: reactants, conditions, products, and yield Reactants: C1(CCCC1)CCN1CC(N(CCC1)C1=CC=C(C=C1)NS(=O)(=O)C)=O (N-[4-[4-(2-[cyclopentyl)ethyl]hexahydro-2-oxo-1H-1,4-diazepin-1-yl]phenyl]methanesulfonamide), [H-].[Al+3].[Li+].[H-].[H-].[H-] (lithium aluminum hydride). Product: C1(CCCC1)CCN1CCN(CCC1)C1=CC=C(C=C1)NS(=O)(=O)C (N-[4-[4-[2-(Cyclopentyl)ethyl]hexahydro-1H-1,4-diazepin-1-yl]phenyl]methanesulfonamide). Reaction SMILES: [CH:1]1([CH2:6][CH2:7][N:8]2[CH2:14][CH2:13][CH2:12][N:11]([C:15]3[CH:20]=[CH:19][C:18]([NH:21][S:22]([CH3:25])(=[O:24])=[O:23])=[CH:17][CH:16]=3)[C:10](=O)[CH2:9]2)[CH2:5][CH2:4][CH2:3][CH2:2]1.[H-].[Al+3].[Li+].[H-].[H-].[H-]>>[CH:1]1([CH2:6][CH2:7][N:8]2[CH2:14][CH2:13][CH2:12][N:11]([C:15]3[CH:16]=[CH:17][C:18]([NH:21][S:22]([CH3:25])(=[O:23])=[O:24])=[CH:19][CH:20]=3)[CH2:10][CH2:9]2)[CH2:5][CH2:4][CH2:3][CH2:2]1 |f:1.2.3.4.5.6|. Procedure: In a manner similar to Example 1 react N-[4-[4-(2-[cyclopentyl)ethyl]hexahydro-2-oxo-1H-1,4-diazepin-1-yl]phenyl]methanesulfonamide with lithium aluminum hydride to obtain the title compound.